This data is from the Open Reaction Database (ORD), a public repository of structured organic reaction records. The task is: describe an organic reaction: reactants, conditions, products, and yield The reactants are C(C)OC(C1=CC=C(C=C1)C(C1=CC=CC=C1)NCC(=O)NC1=C(C=CC=C1C(C)C)C(C)C)=O ((±)-4-[[[2-[[2,6-bis(1-Methylethyl)phenyl]amino]-2-oxoethyl]amino]phenylmethyl]benzoic acid ethyl ester), [OH-].[Na+] (NaOH). The solvent is CO (methanol). Yields the product CC(C)C1=C(C(=CC=C1)C(C)C)NC(CNC(C1=CC=C(C(=O)O)C=C1)C1=CC=CC=C1)=O ((±)-4-[[[2-[[2,6-bis(1-Methylethyl)phenyl]amino]-2-oxoethyl]amino]phenylmethyl]benzoic acid). As a reaction SMILES: C([O:3][C:4](=[O:35])[C:5]1[CH:10]=[CH:9][C:8]([CH:11]([NH:18][CH2:19][C:20]([NH:22][C:23]2[C:28]([CH:29]([CH3:31])[CH3:30])=[CH:27][CH:26]=[CH:25][C:24]=2[CH:32]([CH3:34])[CH3:33])=[O:21])[C:12]2[CH:17]=[CH:16][CH:15]=[CH:14][CH:13]=2)=[CH:7][CH:6]=1)C.[OH-].[Na+]>CO>[CH3:31][CH:29]([C:28]1[CH:27]=[CH:26][CH:25]=[C:24]([CH:32]([CH3:33])[CH3:34])[C:23]=1[NH:22][C:20](=[O:21])[CH2:19][NH:18][CH:11]([C:12]1[CH:17]=[CH:16][CH:15]=[CH:14][CH:13]=1)[C:8]1[CH:7]=[CH:6][C:5]([C:4]([OH:35])=[O:3])=[CH:10][CH:9]=1)[CH3:30] |f:1.2|. Procedure details: The title compound was prepared by the hydrolysis of the product of Example 152 by NaOH in aqueous methanol, mp 245°-246° C. Starting materials: BrC1=CC=C(OC2CN(C2)C(=O)Cl)C=C1 (3-(4-bromophenoxy)-1-azetidinecarbonyl chloride), CN (monomethylamine). Run in O (water), O1CCCC1 (tetrahydrofuran). Reaction conditions: time 18 hour. The product is BrC1=CC=C(OC2CN(C2)C(=O)NC)C=C1 (3-(4-Bromophenoxy)-N-methyl-1-azetidinecarboxamide). Isolated yield 85.9%. As a reaction SMILES: [Br:1][C:2]1[CH:15]=[CH:14][C:5]([O:6][CH:7]2[CH2:10][N:9]([C:11](Cl)=[O:12])[CH2:8]2)=[CH:4][CH:3]=1.[CH3:16][NH2:17]>O1CCCC1.O>[Br:1][C:2]1[CH:15]=[CH:14][C:5]([O:6][CH:7]2[CH2:10][N:9]([C:11]([NH:17][CH3:16])=[O:12])[CH2:8]2)=[CH:4][CH:3]=1. Procedure: A stirred solution of 5.8 g (0.02 mole) of 3-(4-bromophenoxy)-1-azetidinecarbonyl chloride in 20 ml of tetrahydrofuran was treated with 4.7 g (0.06 mole) of 40% aqueous monomethylamine and stirring continued for 18 hr. The reaction mixture was diluted with 200 ml of water and the solid which separated was collected by filtration, 5.7 g. Recrystallization from ethanol-water yielded 4.9 g (85.9%) of fine white crystals, m.p. 135°-137° C. Starting materials: C(#N)C1=CC=C(CC(C(N2CCCC2)=O)NC(CC(C2=CC=CC=C2)NS(=O)(=O)C2=CC3=CC=CC=C3C=C2)=O)C=C1 (N-[1-(4-Cyanobenzyl)-2-oxo-2-(pyrrolidin-1-yl)ethyl]-3-(naphthalene-2-sulphonylamino)-3-phenylpropionamide), C(=O)O (formic acid). Reagents/catalysts: [Al].[Ni] (aluminium nickel). The product is C(=O)C1=CC=C(CC(C(N2CCCC2)=O)NC(CC(C2=CC=CC=C2)NS(=O)(=O)C2=CC3=CC=CC=C3C=C2)=O)C=C1 (N-[1-[4-Formylbenzyl)-2-oxo-2-(pyrrolidin-1-yl)ethyl]-3-(naphthalene-2-sulphonylamino)-3-phenylpropionamide). Reaction SMILES: [C:1]([C:3]1[CH:42]=[CH:41][C:6]([CH2:7][CH:8]([NH:16][C:17](=[O:40])[CH2:18][CH:19]([NH:26][S:27]([C:30]2[CH:39]=[CH:38][C:37]3[C:32](=[CH:33][CH:34]=[CH:35][CH:36]=3)[CH:31]=2)(=[O:29])=[O:28])[C:20]2[CH:25]=[CH:24][CH:23]=[CH:22][CH:21]=2)[C:9](=[O:15])[N:10]2[CH2:14][CH2:13][CH2:12][CH2:11]2)=[CH:5][CH:4]=1)#N.C(O)=[O:44]>[Al].[Ni]>[CH:1]([C:3]1[CH:4]=[CH:5][C:6]([CH2:7][CH:8]([NH:16][C:17](=[O:40])[CH2:18][CH:19]([NH:26][S:27]([C:30]2[CH:39]=[CH:38][C:37]3[C:32](=[CH:33][CH:34]=[CH:35][CH:36]=3)[CH:31]=2)(=[O:28])=[O:29])[C:20]2[CH:25]=[CH:24][CH:23]=[CH:22][CH:21]=2)[C:9](=[O:15])[N:10]2[CH2:11][CH2:12][CH2:13][CH2:14]2)=[CH:41][CH:42]=1)=[O:44] |f:2.3|. Procedure details: 3 g of aluminium/nickel alloy are added to a mixture of 3 g of the compound obtained in step A of Example 1 and 40 ml of 75% formic acid, and the mixture is refluxed for 2 hours. The insoluble material is filtered off by suction while hot and washed with MeOH, and the filtrate is concentrated under vacuum. The residue is taken up in chloroform, the insoluble material is filtered off by suction and washed with an MeOH/chloroform mixture, and the filtrate is concentrated under vacuum. The residue ... The product is ClC1=C(C(=NC2=CC=C(C=C12)C(O)(C1=CN=C(N1C)C)C1=CN=C(N1C)C)OC)CC=1C=NC(=CC1)C(F)(F)F ((4-Chloro-2-methoxy-3-((6-(trifluoromethyl)pyridin-3-yl)methyl)quinolin-6-yl)bis(1,2-dimethyl-1H-imidazol-5-yl)methanol). As a reaction SMILES: [Li]CCCC.Br[C:7]1[N:11]([CH3:12])[C:10]([CH3:13])=[N:9][CH:8]=1.[Cl:14][C:15]1[C:24]2[C:19](=[CH:20][CH:21]=[C:22]([CH:25]([C:27]3[N:31]([CH3:32])[C:30]([CH3:33])=[N:29][CH:28]=3)[OH:26])[CH:23]=2)[N:18]=[C:17]([O:34][CH3:35])[C:16]=1[CH2:36][C:37]1[CH:38]=[N:39][C:40]([C:43]([F:46])([F:45])[F:44])=[CH:41][CH:42]=1>C1COCC1>[Cl:14][C:15]1[C:24]2[C:19](=[CH:20][CH:21]=[C:22]([C:25]([C:27]3[N:31]([CH3:32])[C:30]([CH3:33])=[N:29][CH:28]=3)([C:7]3[N:11]([CH3:12])[C:10]([CH3:13])=[N:9][CH:8]=3)[OH:26])[CH:23]=2)[N:18]=[C:17]([O:34][CH3:35])[C:16]=1[CH2:36][C:37]1[CH:38]=[N:39][C:40]([C:43]([F:44])([F:45])[F:46])=[CH:41][CH:42]=1. Solvent: C1CCOC1 (THF), C1CCOC1 (THF). Procedure details: A solution of n-BuLi (2.5 M in hexanes, 1.3 mL, 3.25 mmol) was added dropwise by syringe to a solution of 5-bromo-1,2-dimethyl-1H-imidazole (614.1 mg, 3.509 mmol) in dry THF (12 mL) in a dry ice-acetone bath. After 1-2 minutes, a solution of (4-chloro-2-methoxy-3-((6-(trifluoromethyl)pyridin-3-yl)methyl)quinolin-6-yl)(1,2-dimethyl-1H-imidazol-5-yl)methanone (0.830 g, 1.75 mmol, Intermediate 45: step f) in dry THF (5 mL) was added dropwise. The reaction was stirred for 5 minutes, then was removed... The reactants are [Li]CCCC (n-BuLi), BrC1=CN=C(N1C)C (5-bromo-1,2-dimethyl-1H-imidazole), ClC1=C(C(=NC2=CC=C(C=C12)C(O)C1=CN=C(N1C)C)OC)CC=1C=NC(=CC1)C(F)(F)F ((4-Chloro-2-methoxy-3-((6-(trifluoromethyl)pyridin-3-yl)methyl)quinolin-6-yl)(1,2-dimethyl-1H-imidazol-5-yl)methanol), ClC1=C(C(=NC2=CC=C(C=C12)C(O)C1=CN=C(N1C)C)OC)CC=1C=NC(=CC1)C(F)(F)F ((4-Chloro-2-methoxy-3-((6-(trifluoromethyl)pyridin-3-yl)methyl)quinolin-6-yl)(1,2-dimethyl-1H-imidazol-5-yl)methanol). Reaction conditions: time 1.5 minute. The reactants are crude material, Cl (HCl), ClC1=CC(=NC(=C1C#N)C1=CC=C(C=C1)OC1=CC=CC=C1)Cl (4,6-dichloro-2-(4-phenoxyphenyl)nicotinonitrile), B(O)(O)C=1C=CC(=C(C(=O)O)C1)OC (5-borono-2-methoxybenzoic acid), P(=O)([O-])([O-])[O-].[K+].[K+].[K+] (potassium phosphate). Reagents/catalysts: C(C)(=O)[O-].[Pd+2].C(C)(=O)[O-] (palladium(II) acetate), C(C)(C)(C)P([C-]1C=CC=C1)C(C)(C)C.[C-]1(C=CC=C1)P(C(C)(C)C)C(C)(C)C.[Fe+2] (1,1′-bis(di-t-butylphosphino)ferrocene). Run in C(C)(=O)OCC (ethyl acetate), CN(C=O)C (N,N-dimethylformamide). Reaction conditions: temperature 85 celsius. Product: ClC1=CC(=NC(=C1C#N)C1=CC=C(C=C1)OC1=CC=CC=C1)C=1C=CC(=C(C(=O)O)C1)OC (5-(4-chloro-5-cyano-6-(4-phenoxyphenyl)pyridin-2-yl)-2-methoxybenzoic acid). Yield: 98.0%. RXN SMILES: [Cl:1][C:2]1[C:7]([C:8]#[N:9])=[C:6]([C:10]2[CH:15]=[CH:14][C:13]([O:16][C:17]3[CH:22]=[CH:21][CH:20]=[CH:19][CH:18]=3)=[CH:12][CH:11]=2)[N:5]=[C:4](Cl)[CH:3]=1.B([C:27]1[CH:28]=[CH:29][C:30]([O:36][CH3:37])=[C:31]([CH:35]=1)[C:32]([OH:34])=[O:33])(O)O.P([O-])([O-])([O-])=O.[K+].[K+].[K+].Cl>CN(C)C=O.C([O-])(=O)C.[Pd+2].C([O-])(=O)C.C(P(C(C)(C)C)[C-]1C=CC=C1)(C)(C)C.[C-]1(P(C(C)(C)C)C(C)(C)C)C=CC=C1.[Fe+2].C(OCC)(=O)C>[Cl:1][C:2]1[C:7]([C:8]#[N:9])=[C:6]([C:10]2[CH:15]=[CH:14][C:13]([O:16][C:17]3[CH:22]=[CH:21][CH:20]=[CH:19][CH:18]=3)=[CH:12][CH:11]=2)[N:5]=[C:4]([C:27]2[CH:28]=[CH:29][C:30]([O:36][CH3:37])=[C:31]([CH:35]=2)[C:32]([OH:34])=[O:33])[CH:3]=1 |f:2.3.4.5,8.9.10,11.12.13|. Procedure: A mixture of 4,6-dichloro-2-(4-phenoxyphenyl)nicotinonitrile (41.2 mg, 0.121 mmol, from Step 3 of Example 152), 5-borono-2-methoxybenzoic acid (18.9 mg, 0.096 mmol), palladium(II) acetate (4 mg, 0.018 mmol), potassium phosphate (125.8 mg, 0.593 mmol) and 1,1′-bis(di-t-butylphosphino)ferrocene (8.3 mg, 0.017 mmol) in N,N-dimethylformamide (0.5 mL) was pumped and backfilled with nitrogen twice. The reaction vial was then sealed and heated to 85° C. for 3 h. The crude material was poured into a mix...